Dataset: the Open Reaction Database (ORD), a public repository of structured organic reaction records. Task: describe an organic reaction: reactants, conditions, products, and yield Starting materials: FC=1C(=C(C=O)C=CC1)C (3-fluoro-2-methylbenzaldehyde), COC=1C=C(C=CC1)C(C)=O (3′-methoxyacetophenone), [OH-].[Na+] (NaOH). The reagents and catalysts are [Br-].C(CCC)[N+](CCCC)(CCCC)CCCC (tetrabutylammonium bromide), [Br-].C(CCC)[N+](CCCC)(CCCC)CCCC (tetrabutylammonium bromide). Run in ClCCl (dichloromethane). Conditions: time 16 hour. The product is desired product, FC=1C(=C(C=CC1)C(CC(=O)C1=CC(=CC=C1)OC)CC(=O)C1=CC(=CC=C1)OC)C (3-(3-fluoro-2-methylphenyl)-1,5-bis(3-methoxyphenyl)pentane-1,5-dione). Isolated yield 31.4%. RXN SMILES: [F:1][C:2]1[C:3]([CH3:10])=[C:4]([CH:7]=[CH:8][CH:9]=1)[CH:5]=O.[CH3:11][O:12][C:13]1[CH:14]=[C:15]([C:19](=[O:21])[CH3:20])[CH:16]=[CH:17][CH:18]=1.[OH-:22].[Na+]>ClCCl.[Br-].C([N+](CCCC)(CCCC)CCCC)CCC>[F:1][C:2]1[C:3]([CH3:10])=[C:4]([CH:5]([CH2:20][C:19]([C:15]2[CH:16]=[CH:17][CH:18]=[C:13]([O:12][CH3:11])[CH:14]=2)=[O:22])[CH2:20][C:19]([C:15]2[CH:16]=[CH:17][CH:18]=[C:13]([O:12][CH3:11])[CH:14]=2)=[O:21])[CH:7]=[CH:8][CH:9]=1 |f:2.3,5.6|. Reported procedure: To a stirred solution of 3-fluoro-2-methylbenzaldehyde (75.0 g, 543 mmol) and 3′-methoxyacetophenone (179 g, 1.32 mol) in dichloromethane (1.5 L) was added 10% aq NaOH (750 mL) and tetrabutylammonium bromide (30.8 g, 95.7 mmol) portion-wise using a water/ice bath to maintain room temperature. The resulting mixture was stirred vigorously at room temperature for 16 h during which time a precipitate formed. An additional portion of tetrabutylammonium bromide (10.0 g, 31.1 mmol) was added and the mi...